From a dataset of the Open Reaction Database (ORD), a public repository of structured organic reaction records. describe an organic reaction: reactants, conditions, products, and yield Starting materials: O=C1C=C(Br)C(=O)c2ccccc21, CC(=O)[O-], CC(=O)[O-], Cc1ccccc1, PC1CCCCC1, [K+], [K+], [K+], O, OB(O)c1ccc(O)cc1, O=P([O-])([O-])[O-], [Pd+2]. The product is O=C1C=C(c2ccc(O)cc2)C(=O)c2ccccc21. As a reaction SMILES: [Br:1][C:2]1=[CH:11][C:10](=[O:12])[c:9]2[c:4]([cH:5][cH:6][cH:7][cH:8]2)[C:3]1=[O:13].[C:39]([O-:40])(=[O:41])[CH3:42].[C:44]([O-:45])(=[O:46])[CH3:47].[CH3:49][c:50]1[cH:51][cH:52][cH:53][cH:54][cH:55]1.[CH:32]1([PH2:33])[CH2:34][CH2:35][CH2:36][CH2:37][CH2:38]1.[K+:29].[K+:30].[K+:31].[OH2:48].[OH:14][c:15]1[cH:16][cH:17][c:18]([B:21]([OH:22])[OH:23])[cH:19][cH:20]1.[P:24]([O-:25])([O-:26])([O-:27])=[O:28].[Pd+2:43]>>[C:2]1([c:18]2[cH:17][cH:16][c:15]([OH:14])[cH:20][cH:19]2)=[CH:11][C:10](=[O:12])[c:9]2[c:4]([cH:5][cH:6][cH:7][cH:8]2)[C:3]1=[O:13].